From a dataset of the Open Reaction Database (ORD), a public repository of structured organic reaction records. describe an organic reaction: reactants, conditions, products, and yield Reactants: Cl (hydrogen chloride), C(C(=O)C1=CC=CC=C1)C1CSCCC1=O (3-phenacyl-2,3,5,6-tetrahydrothiopyran-4-one), CN(CCCN)C (3-dimethylaminopropylamine), C(C)O (ethanol). Reaction SMILES: [CH2:1]([CH:10]1[C:15](=O)[CH2:14][CH2:13][S:12][CH2:11]1)[C:2]([C:4]1[CH:9]=[CH:8][CH:7]=[CH:6][CH:5]=1)=O.[CH3:17][N:18]([CH3:23])[CH2:19][CH2:20][CH2:21][NH2:22].C(O)C.[ClH:27]>Cl.CCOCC>[ClH:27].[CH3:17][N:18]([CH3:23])[CH2:19][CH2:20][CH2:21][N:22]1[C:2]([C:4]2[CH:9]=[CH:8][CH:7]=[CH:6][CH:5]=2)=[CH:1][C:10]2[CH2:11][S:12][CH2:13][CH2:14][C:15]1=2 |f:6.7|. The reagents and catalysts are Cl (hydrochloric acid). Yields the product Cl.CN(CCCN1C2=C(C=C1C1=CC=CC=C1)CSCC2)C (1-(3-dimethylaminopropyl)-2-phenyl-1,4,6,7-tetrahydrothiopyrano[4,3-b]pyrrole hydrochloride). Reported procedure: A solution of 3.0 g (0.013 mole) of 3-phenacyl-2,3,5,6-tetrahydrothiopyran-4-one, 1.33 g of 3-dimethylaminopropylamine, 20 ml. of ethanol, and one drop of concentrated hydrochloric acid is heated under reflux under nitrogen for 1.5 hours, and then cooled to ambient temperature. The reaction mixture is treated with 4 ml. of saturated ethereal hydrogen chloride and diluted to the cloud point with ether. The solid which separates is collected and recrystallized from ethanol to provide colorless cry... Run in CCOCC (ether).